This data is from the Open Reaction Database (ORD), a public repository of structured organic reaction records. The task is: describe an organic reaction: reactants, conditions, products, and yield Starting materials: O(C=1C=CC=2NC=CC2C1)C. Reagents/catalysts: O1B(OC(C)(C)C1(C)C)B2OC(C)(C)C(O2)(C)C, N=1C=CC(=CC1C=2N=CC=C(C2)C(C)(C)C)C(C)(C)C, O1BOC(C)(C)C1(C)C, C1CC=CCCC=C1.C1CC=CCCC=C1.[Cl-].[Cl-].[Ir].[Ir]. Run in O1CCCC1. Run at temperature 80 celsius, time 6 hour. Product: O(C1=CC=2C=CNC2C(=C1)B3OC(C)(C)C(O3)(C)C)C. The yield is 60.0%.